This data is from the Open Reaction Database (ORD), a public repository of structured organic reaction records. The task is: describe an organic reaction: reactants, conditions, products, and yield RXN SMILES: [CH3:17][CH2:18][OH:19].[N+:1]([O-:2])(=[O:3])[c:4]1[cH:5][cH:6][c:7]([O:10][CH2:11][CH2:12][Si:13]([CH3:14])([CH3:15])[CH3:16])[n:8][cH:9]1.[Pt:20]=[O:21]>>[NH2:1][c:4]1[cH:5][cH:6][c:7]([O:10][CH2:11][CH2:12][Si:13]([CH3:14])([CH3:15])[CH3:16])[n:8][cH:9]1. The product is C[Si](C)(C)CCOc1ccc(N)cn1. Starting materials: CCO, C[Si](C)(C)CCOc1ccc([N+](=O)[O-])cn1, O=[Pt]. Reactants: C([O-])([O-])=O.[Na+].[Na+] (Sodium carbonate), FC(S(=O)(=O)OC1=CCN(CC1)C(=O)OCC1=CC=CC=C1)(F)F (benzyl 4-(trifluoromethylsulfonyloxy)-5,6-dihydropyridine-1(2H)-carboxylate), OC1=CC=C(C=C1)B(O)O (4-hydroxyphenylboronic acid). The reagents and catalysts are C1=CC=C(C=C1)P([C-]2C=CC=C2)C3=CC=CC=C3.C1=CC=C(C=C1)P([C-]2C=CC=C2)C3=CC=CC=C3.Cl[Pd]Cl.[Fe+2] (1,1′-bis(diphenylphosphino)ferrocenedichloropalladium(II)). The solvent is O1CCOCC1 (dioxane), O (water), C(Cl)Cl (DCM). Reaction conditions: temperature 80 celsius. Yields the product OC1=CC=C(C=C1)C1=CCN(CC1)C(=O)OCC1=CC=CC=C1 (benzyl 4-(4-hydroxyphenyl)-5,6-dihydropyridine-1(2H)-carboxylate). Yield: 66.4%. As a reaction SMILES: C(=O)([O-])[O-].[Na+].[Na+].FC(F)(F)S(O[C:13]1[CH2:18][CH2:17][N:16]([C:19]([O:21][CH2:22][C:23]2[CH:28]=[CH:27][CH:26]=[CH:25][CH:24]=2)=[O:20])[CH2:15][CH:14]=1)(=O)=O.[OH:31][C:32]1[CH:37]=[CH:36][C:35](B(O)O)=[CH:34][CH:33]=1>O1CCOCC1.O.C(Cl)Cl.C1C=CC(P(C2C=CC=CC=2)[C-]2C=CC=C2)=CC=1.C1C=CC(P(C2C=CC=CC=2)[C-]2C=CC=C2)=CC=1.Cl[Pd]Cl.[Fe+2]>[OH:31][C:32]1[CH:37]=[CH:36][C:35]([C:13]2[CH2:18][CH2:17][N:16]([C:19]([O:21][CH2:22][C:23]3[CH:28]=[CH:27][CH:26]=[CH:25][CH:24]=3)=[O:20])[CH2:15][CH:14]=2)=[CH:34][CH:33]=1 |f:0.1.2,8.9.10.11|. Procedure details: Sodium carbonate (96 g, 909.79 mmol) was added to benzyl 4-(trifluoromethylsulfonyloxy)-5,6-dihydropyridine-1(2H)-carboxylate (123.1 g, 303.26 mmol) and 4-hydroxyphenylboronic acid (46.0 g, 333.59 mmol) in a mixture of dioxane (1000 mL) and water (250 mL). The resulting mixture was bubbled with nitrogen for 10 minutes then 1,1′-bis(diphenylphosphino)ferrocenedichloropalladium(II) (5.49 g, 7.58 mmol) was added and the reaction mixture was heated at 80° C. for 1 hour, then cooled to room temperatu... RXN SMILES: [Br:1][c:2]1[c:3]([Br:8])[n:4][c:5]([Br:7])[nH:6]1.[Cl:15][CH2:16][O:17][CH2:18][c:19]1[cH:20][cH:21][cH:22][cH:23][cH:24]1.[K+:10].[K+:9].[O-:11][C:12]([O-:13])=[O:14].[O:25]=[CH:26][N:27]([CH3:28])[CH3:29]>>[Br:1][c:2]1[c:3]([Br:8])[n:4]([CH2:16][O:17][CH2:18][c:19]2[cH:20][cH:21][cH:22][cH:23][cH:24]2)[c:5]([Br:7])[n:6]1. Reactants: Brc1nc(Br)c(Br)[nH]1, ClCOCc1ccccc1, [K+], [K+], O=C([O-])[O-], CN(C)C=O. Yields the product Brc1nc(Br)n(COCc2ccccc2)c1Br. Starting materials: C(C1=CC=CC=C1)N1CC(NC2=C(C1=O)C=C(C=C2)Br)=O (4-Benzyl-7-bromo-3,4-dihydro-1H-benzo[e][1,4]diazepine-2,5-dione), O (Water), FC(C1=CC=C(C=C1)B(O)O)(F)F (4-(trifluoromethyl)phenylboronic acid), C([O-])([O-])=O.[K+].[K+] (potassium carbonate). Reagents/catalysts: C1=CC=C(C=C1)P([C-]2C=CC=C2)C3=CC=CC=C3.C1=CC=C(C=C1)P([C-]2C=CC=C2)C3=CC=CC=C3.Cl[Pd]Cl.[Fe+2] ([1,1′-Bis(diphenylphosphino)ferrocene]dichloropalladium(II)). The solvent is CN(C)C=O (DMF), C(C)(=O)OCC (ethyl acetate). Conditions: temperature 80 celsius. Yields the product C(C1=CC=CC=C1)N1CC(NC2=C(C1=O)C=C(C=C2)C2=CC=C(C=C2)C(F)(F)F)=O (4-benzyl-7-(4-(trifluoromethyl)phenyl)-3,4-dihydro-1H-benzo[e][1,4]diazepine-2,5-dione). Yield: 75.2%. As a reaction SMILES: [CH2:1]([N:8]1[C:14](=[O:15])[C:13]2[CH:16]=[C:17](Br)[CH:18]=[CH:19][C:12]=2[NH:11][C:10](=[O:21])[CH2:9]1)[C:2]1[CH:7]=[CH:6][CH:5]=[CH:4][CH:3]=1.[F:22][C:23]([F:34])([F:33])[C:24]1[CH:29]=[CH:28][C:27](B(O)O)=[CH:26][CH:25]=1.C(=O)([O-])[O-].[K+].[K+].O>CN(C=O)C.C(OCC)(=O)C.C1C=CC(P(C2C=CC=CC=2)[C-]2C=CC=C2)=CC=1.C1C=CC(P(C2C=CC=CC=2)[C-]2C=CC=C2)=CC=1.Cl[Pd]Cl.[Fe+2]>[CH2:1]([N:8]1[C:14](=[O:15])[C:13]2[CH:16]=[C:17]([C:27]3[CH:28]=[CH:29][C:24]([C:23]([F:34])([F:33])[F:22])=[CH:25][CH:26]=3)[CH:18]=[CH:19][C:12]=2[NH:11][C:10](=[O:21])[CH2:9]1)[C:2]1[CH:7]=[CH:6][CH:5]=[CH:4][CH:3]=1 |f:2.3.4,8.9.10.11|. Procedure details: 4-Benzyl-7-bromo-3,4-dihydro-1H-benzo[e][1,4]diazepine-2,5-dione (1.4 g, 4.05 mmol) was combined with 4-(trifluoromethyl)phenylboronic acid (0.77 g, 4.05 mmol), potassium carbonate (1 g) and [1,1′-Bis(diphenylphosphino)ferrocene]dichloropalladium(II) (148 mg, 0.202 mmol) in 5 mL DMF. Water (3 mL) was added and the mixture was heated under nitrogen atmosphere at 80° C. for three hours. After cooling the mixture was diluted with ethyl acetate, washed with water and brine, dried with magnesium sulf... The solvent is CO (methanol). The reactants are C(C1=CC=CC=C1)NC(O)=O.COC1(CNCC1)OC (3,3-dimethoxy-pyrrolidine benzyl carbamate), [H][H] (hydrogen). The product is COC1(CNCC1)OC (3,3-dimethoxypyrrolidine). RXN SMILES: C(NC(=O)O)C1C=CC=CC=1.[CH3:12][O:13][C:14]1([O:19][CH3:20])[CH2:18][CH2:17][NH:16][CH2:15]1.[H][H]>CO.[Pd]>[CH3:12][O:13][C:14]1([O:19][CH3:20])[CH2:18][CH2:17][NH:16][CH2:15]1 |f:0.1|. Procedure: The 2.21 g of 3,3-dimethoxy-pyrrolidine benzyl carbamate, from step 3, dissolved in 100 mL of methanol, 2.21 g of Pd/C (wet) was added, and placed under 4 atm of hydrogen for 20 hours. The catalyst was filtered off using a 0.45 micro millipore filter and the solvent was evaporated to afford the title compound. The reagents and catalysts are [Pd] (Pd/C). Reaction SMILES: [C:1](OC(=O)C)(=[O:3])[CH3:2].[Br:8][C:9]1[C:22]2[C:21](=[O:23])[C:20]3[C:15](=[CH:16][CH:17]=[CH:18][CH:19]=3)[C:14](=[O:24])[C:13]=2[C:12]([NH:25][CH:26]2[CH2:31][CH2:30][CH2:29][CH2:28][CH2:27]2)=[CH:11][CH:10]=1.S(=O)(=O)(O)O>ClC1C=CC=CC=1Cl.CO>[C:1]([N:25]([CH:26]1[CH2:31][CH2:30][CH2:29][CH2:28][CH2:27]1)[C:12]1[C:13]2[C:14](=[O:24])[C:15]3[C:20](=[CH:19][CH:18]=[CH:17][CH:16]=3)[C:21](=[O:23])[C:22]=2[C:9]([Br:8])=[CH:10][CH:11]=1)(=[O:3])[CH3:2]. Product: C(C)(=O)N(C1=CC=C(C=2C(C3=CC=CC=C3C(C12)=O)=O)Br)C1CCCCC1 (1-(acetylcyclohexylamino)-4-bromoanthraquinone). Starting materials: C(C)(=O)OC(C)=O (acetic anhydride), BrC1=CC=C(C=2C(C3=CC=CC=C3C(C12)=O)=O)NC1CCCCC1 (4-bromo-1-cyclohexylaminoanthraquinone), S(O)(O)(=O)=O (sulfuric acid). Reported procedure: 102 Grams of acetic anhydride were loaded into a solution of 76.9 g of 4-bromo-1-cyclohexylaminoanthraquinone in 20 g of 1,2-dichlorobenzene and then 1 g of concentrated sulfuric acid was charged into the mixture, followed by stirring at 110° C. for 6 hours. After the completion of the reaction, the reaction product was diluted with 1,000 g of methanol and filtered. Thus, 59.8 g of 1-(acetylcyclohexylamino)-4-bromoanthraquinone were obtained (70.1% yield). Further, a solution of 12 g of caustic ... Conditions: temperature 110 celsius, time 6 hour. Solvent: ClC1=C(C=CC=C1)Cl (1,2-dichlorobenzene), CO (methanol). Yield: 70.1%. The reactants are ClC1=NC=C(C(=O)O)C(=C1)C1=C(C=CC=C1)C (6-chloro-4-o-tolyl-nicotinic acid), S(=O)(Cl)Cl (thionylchloride), [OH-].[NH4+] (ammonium hydroxide), O (water). The reagents and catalysts are CN(C)C=O (DMF). Run in C1CCOC1 (THF). Conditions: time 2 hour. The product is ClC1=NC=C(C(=O)N)C(=C1)C1=C(C=CC=C1)C (6-chloro-4-o-tolyl-nicotinamide). The yield is 98.0%. As a reaction SMILES: [Cl:1][C:2]1[CH:10]=[C:9]([C:11]2[CH:16]=[CH:15][CH:14]=[CH:13][C:12]=2[CH3:17])[C:5]([C:6](O)=[O:7])=[CH:4][N:3]=1.S(Cl)(Cl)=O.[OH-].[NH4+:23].O>C1COCC1.CN(C=O)C>[Cl:1][C:2]1[CH:10]=[C:9]([C:11]2[CH:16]=[CH:15][CH:14]=[CH:13][C:12]=2[CH3:17])[C:5]([C:6]([NH2:23])=[O:7])=[CH:4][N:3]=1 |f:2.3|. Reported procedure: To a solution of 8.0 g (32.3 mMol) 6-chloro-4-o-tolyl-nicotinic acid in 48.0 ml THF were added 3.1 ml (42.0 mMol) thionylchloride and 143 μl (1.8 mMol) DMF. After 2 hours at 50° C., the reaction mixture was cooled to room temperature and added to a solution of 72.5 ml aqueous ammonium hydroxide 25% and 96 ml water cooled to 0° C. After 30 minutes at 0° C., THF was removed under reduced pressure and the aqueous layer was extracted with ethyl acetate. Removal of the solvent yielded 7.8 g (98%) 6-c...